This data is from the Open Reaction Database (ORD), a public repository of structured organic reaction records. The task is: describe an organic reaction: reactants, conditions, products, and yield Solvent: N1=CC=CC=C1 (pyridine). The product is ClC=1C=C2C=CC(=CC2=CC1)S(=O)(=O)N1CC(N(CC1)NC1CCN(CC1)C1=CC=NC=C1)=S (4-(6-Chloronaphthalene-2-sulfonyl)-1-[1-(4-pyridyl)-4-piperidinylamino}-2-thioxopiperazine). Procedure: A solution of 4-(6-chloronaphthalene-2-sulfonyl)-1-[1-(4-pyridyl)-4-piperidinylamino}-2-piperazinone (200 mg) in pyridine (10 ml) was combined with phosphorus pentasulfide (80 mg) and stirred at 100° C. for 5 hours. The supernatant of the reaction mixture was concentrated and the residue was purified by a column chromatography on a silica gel (dichloromethane: 10% aqueous ammonia-containing methanol=20:1) to obtain the title compound (35 mg) as a colorless solid. Run at temperature 100 celsius, time 5 hour. The reactants are ClC=1C=C2C=CC(=CC2=CC1)S(=O)(=O)N1CC(N(CC1)NC1CCN(CC1)C1=CC=NC=C1)=O (4-(6-chloronaphthalene-2-sulfonyl)-1-[1-(4-pyridyl)-4-piperidinylamino}-2-piperazinone), P12(=S)SP3(=S)SP(=S)(S1)SP(=S)(S2)S3 (phosphorus pentasulfide). Isolated yield 37.7%. RXN SMILES: [Cl:1][C:2]1[CH:3]=[C:4]2[C:9](=[CH:10][CH:11]=1)[CH:8]=[C:7]([S:12]([N:15]1[CH2:20][CH2:19][N:18]([NH:21][CH:22]3[CH2:27][CH2:26][N:25]([C:28]4[CH:33]=[CH:32][N:31]=[CH:30][CH:29]=4)[CH2:24][CH2:23]3)[C:17](=O)[CH2:16]1)(=[O:14])=[O:13])[CH:6]=[CH:5]2.P12(SP3(SP(SP(S3)(S1)=S)(=S)S2)=S)=[S:36]>N1C=CC=CC=1>[Cl:1][C:2]1[CH:3]=[C:4]2[C:9](=[CH:10][CH:11]=1)[CH:8]=[C:7]([S:12]([N:15]1[CH2:20][CH2:19][N:18]([NH:21][CH:22]3[CH2:27][CH2:26][N:25]([C:28]4[CH:33]=[CH:32][N:31]=[CH:30][CH:29]=4)[CH2:24][CH2:23]3)[C:17](=[S:36])[CH2:16]1)(=[O:14])=[O:13])[CH:6]=[CH:5]2. Reactants: C(C)NC1=C(C=C(C=C1)OC)C1CC=2C=CC(=CC2CC1)OC(C(C)(C)C)=O (pivalic acid 6-(2-ethylamino-5-methoxyphenyl)-5,6,7,8-tetrahydronaphthalen-2-yl ester), C(C)(C)(C)OC(=O)N1CCC(CC1)C1=CC=C(C=C1)C(=O)O (4-(4-carboxyphenyl)piperidine-1-carboxylic acid tert-butyl ester). Product: C(C)N(C1=C(C=C(C=C1)OC)C1CC=2C=CC(=CC2CC1)O)CC1=CC=C(C=C1)C1CCN(CC1)C (6-{2-{Ethyl[4-(1-methylpiperidin-4-yl)benzyl]amino}-5-methoxyphenyl}-5,6,7,8-tetrahydronaphthalen-2-ol). Yield: 78.7%. Reaction SMILES: [CH2:1]([NH:3][C:4]1[CH:9]=[CH:8][C:7]([O:10][CH3:11])=[CH:6][C:5]=1[CH:12]1[CH2:21][CH2:20][C:19]2[CH:18]=[C:17]([O:22]C(=O)C(C)(C)C)[CH:16]=[CH:15][C:14]=2[CH2:13]1)[CH3:2].C(O[C:34]([N:36]1[CH2:41][CH2:40][CH:39]([C:42]2[CH:47]=[CH:46][C:45]([C:48](O)=O)=[CH:44][CH:43]=2)[CH2:38][CH2:37]1)=O)(C)(C)C>>[CH2:1]([N:3]([CH2:48][C:45]1[CH:44]=[CH:43][C:42]([CH:39]2[CH2:40][CH2:41][N:36]([CH3:34])[CH2:37][CH2:38]2)=[CH:47][CH:46]=1)[C:4]1[CH:9]=[CH:8][C:7]([O:10][CH3:11])=[CH:6][C:5]=1[CH:12]1[CH2:21][CH2:20][C:19]2[CH:18]=[C:17]([OH:22])[CH:16]=[CH:15][C:14]=2[CH2:13]1)[CH3:2]. Reported procedure: Synthesized from pivalic acid 6-(2-ethylamino-5-methoxyphenyl)-5,6,7,8-tetrahydronaphthalen-2-yl ester (50 mg) and 4-(4-carboxyphenyl)piperidine-1-carboxylic acid tert-butyl ester (100 mg) according to an analogous synthetic method to Example 337 described below, the title compound (50 mg) was obtained.